Dataset: the Open Reaction Database (ORD), a public repository of structured organic reaction records. Task: describe an organic reaction: reactants, conditions, products, and yield Starting materials: C(C)OC(C1=C(C=CC=C1)C1=CC=C2C=NC(=NN21)NC2=CC=C(C=C2)N2CCN(CC2)C)=O (2-{2-[4-(4-Methyl-piperazin-1-yl)-phenylamino]-pyrrolo[2,1-f][1,2,4]triazin-7-yl}-benzoic acid ethyl ester), [OH-].[Li+] (Lithium hydroxide), CO (Methanol). The solvent is O (Water). Run at time 8 hour. Yields the product CN1CCN(CC1)C1=CC=C(C=C1)NC1=NN2C(C=N1)=CC=C2C2=C(C(=O)O)C=CC=C2 (2-{2-[4-(4-Methyl-piperazin-1-yl)-phenylamino]-pyrrolo[2,1-f][1,2,4]triazin-7-yl}-benzoic acid). Isolated yield 76.7%. Reaction SMILES: C([O:3][C:4](=[O:34])[C:5]1[CH:10]=[CH:9][CH:8]=[CH:7][C:6]=1[C:11]1[N:19]2[C:14]([CH:15]=[N:16][C:17]([NH:20][C:21]3[CH:26]=[CH:25][C:24]([N:27]4[CH2:32][CH2:31][N:30]([CH3:33])[CH2:29][CH2:28]4)=[CH:23][CH:22]=3)=[N:18]2)=[CH:13][CH:12]=1)C.[OH-].[Li+].CO>O>[CH3:33][N:30]1[CH2:29][CH2:28][N:27]([C:24]2[CH:23]=[CH:22][C:21]([NH:20][C:17]3[N:16]=[CH:15][C:14]4=[CH:13][CH:12]=[C:11]([C:6]5[CH:7]=[CH:8][CH:9]=[CH:10][C:5]=5[C:4]([OH:34])=[O:3])[N:19]4[N:18]=3)=[CH:26][CH:25]=2)[CH2:32][CH2:31]1 |f:1.2|. Reported procedure: Into a 8-dram vial, 2-{2-[4-(4-Methyl-piperazin-1-yl)-phenylamino]-pyrrolo[2,1-f][1,2,4]triazin-7-yl}-benzoic acid ethyl ester (0.250 g, 0.548 mmol), Lithium hydroxide (0.0262 g, 1.10 mmol), Methanol (15 mg), and Water (3.0 mL) were added. The reaction mixture was stirred at room temperature overnight. The solvent was removed under vacuum. The solid was acidified with 1N HCl. The reaction was partitioned DCM. The organic was separated, washed with Brine and dried over Na2SO4. The solid was filte... Reactants: C(C)(C)(C)[Si](C)(C)OCC1=C(C=CC(=C1)[N+](=O)[O-])N=C=S (tert-Butyl-(2-isothiocyanato-5-nitro-benzyloxy)-dimethyl-silane), COC=1C=CC=C2CCCC(C12)N (rac-8-methoxy-1,2,3,4-tetrahydro-naphthalen-1-ylamine). The product is COC=1C=CC=C2CCCC(C12)NC=1OCC2=C(N1)C=CC(=C2)[N+](=O)[O-] (rac-(8-Methoxy-1,2,3,4-tetrahydro-naphthalen-1-yl)-(6-nitro-4H-benzo[d][1,3]oxazin-2-yl)-amine). Yield: 79.2%. As a reaction SMILES: C([Si]([O:8][CH2:9][C:10]1[CH:15]=[C:14]([N+:16]([O-:18])=[O:17])[CH:13]=[CH:12][C:11]=1[N:19]=[C:20]=S)(C)C)(C)(C)C.[CH3:22][O:23][C:24]1[CH:25]=[CH:26][CH:27]=[C:28]2[C:33]=1[CH:32]([NH2:34])[CH2:31][CH2:30][CH2:29]2>>[CH3:22][O:23][C:24]1[CH:25]=[CH:26][CH:27]=[C:28]2[C:33]=1[CH:32]([NH:34][C:20]1[O:8][CH2:9][C:10]3[CH:15]=[C:14]([N+:16]([O-:18])=[O:17])[CH:13]=[CH:12][C:11]=3[N:19]=1)[CH2:31][CH2:30][CH2:29]2. Procedure: Prepared from tert-butyl-(2-isothiocyanato-5-nitro-benzyloxy)-dimethyl-silane (Example C1) (2.76 g, 8.5 mmol; HPLC: 4.446 min) and rac-8-methoxy-1,2,3,4-tetrahydro-naphthalen-1-ylamine (CAS 535935-61-6) (1.51 g, 8.5 mmol; HPLC 0.403 min) according to the procedure described for Example 1. Obtained the title compound as a yellow solid (2.38 g, 79%, HPLC 1.805 min), MS (ISP) m/e=354.2 [(M+H)+].